Dataset: the Open Reaction Database (ORD), a public repository of structured organic reaction records. Task: describe an organic reaction: reactants, conditions, products, and yield Starting materials: ClCCl, CC(C)(C)OC(=O)NC(Cc1cc(Br)c(N)c(Br)c1)CN1CCC(N2CCCCC2)CC1, O=C(O)C(F)(F)F. Yields the product Nc1c(Br)cc(CC(N)CN2CCC(N3CCCCC3)CC2)cc1Br. RXN SMILES: [CH2:40]([Cl:41])[Cl:42].[NH2:1][c:2]1[c:3]([Br:32])[cH:4][c:5]([CH2:9][CH:10]([CH2:11][N:12]2[CH2:13][CH2:14][CH:15]([N:18]3[CH2:19][CH2:20][CH2:21][CH2:22][CH2:23]3)[CH2:16][CH2:17]2)[NH:24][C:25]([O:26][C:27]([CH3:28])([CH3:29])[CH3:30])=[O:31])[cH:6][c:7]1[Br:8].[OH:33][C:34]([C:35]([F:36])([F:37])[F:38])=[O:39]>>[NH2:1][c:2]1[c:3]([Br:32])[cH:4][c:5]([CH2:9][CH:10]([CH2:11][N:12]2[CH2:13][CH2:14][CH:15]([N:18]3[CH2:19][CH2:20][CH2:21][CH2:22][CH2:23]3)[CH2:16][CH2:17]2)[NH2:24])[cH:6][c:7]1[Br:8]. Starting materials: Brc1cccc(Br)n1, Cc1ccccc1, CC[O-], [Na+], O. The product is CCOc1cccc(Br)n1. Reaction SMILES: [Br:5][c:6]1[n:7][c:8]([Br:12])[cH:9][cH:10][cH:11]1.[CH3:13][c:14]1[cH:15][cH:16][cH:17][cH:18][cH:19]1.[CH3:2][CH2:3][O-:4].[Na+:1].[OH2:20]>>[CH3:2][CH2:3][O:4][c:6]1[n:7][c:8]([Br:12])[cH:9][cH:10][cH:11]1. Reactants: NC=1C=C(C=CC1)CCC(=O)O (3-(3-Aminophenyl)propionic acid), CCO (EtOH). Product: C(C)OC(CCC1=CC(=CC=C1)N)=O (3-(3-Amino-phenyl)-propionic acid ethyl ester). Reaction SMILES: [NH2:1][C:2]1[CH:3]=[C:4]([CH2:8][CH2:9][C:10]([OH:12])=[O:11])[CH:5]=[CH:6][CH:7]=1.[CH3:13][CH2:14]O>>[CH2:13]([O:11][C:10](=[O:12])[CH2:9][CH2:8][C:4]1[CH:5]=[CH:6][CH:7]=[C:2]([NH2:1])[CH:3]=1)[CH3:14]. Procedure: 3-(3-Aminophenyl)propionic acid (250 mg, 1.52 mmol) was esterified with EtOH using Method A to give the title compound. Reactants: BrC=1C=C2C(=CC1)NC(C21CCNCC1)=O (5-bromospiro[indole-3,4′-piperidin]-2(1H)-one), ClC1=CC=C2C(=CNC2=C1)C(=O)O (6-chloro-1H-indole-3-carboxylic acid). Product: BrC=1C=C2C(=CC1)NC(C21CCN(CC1)C(=O)C1=CNC2=CC(=CC=C12)Cl)=O (5-Bromo-1′-[(6-chloro-1H-indol-3-yl)carbonyl]spiro[indole-3,4′-piperidin]-2(1H)-one). Reaction SMILES: [Br:1][C:2]1[CH:3]=[C:4]2[C:10]3([CH2:15][CH2:14][NH:13][CH2:12][CH2:11]3)[C:9](=[O:16])[NH:8][C:5]2=[CH:6][CH:7]=1.[Cl:17][C:18]1[CH:26]=[C:25]2[C:21]([C:22]([C:27](O)=[O:28])=[CH:23][NH:24]2)=[CH:20][CH:19]=1>>[Br:1][C:2]1[CH:3]=[C:4]2[C:10]3([CH2:11][CH2:12][N:13]([C:27]([C:22]4[C:21]5[C:25](=[CH:26][C:18]([Cl:17])=[CH:19][CH:20]=5)[NH:24][CH:23]=4)=[O:28])[CH2:14][CH2:15]3)[C:9](=[O:16])[NH:8][C:5]2=[CH:6][CH:7]=1. Procedure details: Following the general procedure I as described above, the acylation of 5-bromospiro[indole-3,4′-piperidin]-2(1H)-one with 6-chloro-1H-indole-3-carboxylic acid (preparation described in example 5 above), gave the title compound. ES-MS m/e (%): 458.3 (M+H+). Reactants: BrC=1C=NC=CC1 (3-bromopyridine), N1CC(C1)C(=O)NC1=CC=C(C=C1)C1CCN(CC1)C(=O)OC(C)(C)C (tert-butyl 4-(4-(azetidine-3-carboxamido)phenyl)piperidine-1-carboxylate), N1CC(C1)C(=O)NC1=CC=C(OC2CCN(CC2)C(=O)OC(C)(C)C)C=C1 (tert-butyl 4-(4-(azetidine-3-carboxamido)phenoxy)piperidine-1-carboxylate). The product is CC=1N=NC=CC1N1CC(C1)C(=O)NC1=CC=C(C=C1)C1CCN(CC1)C(=O)OC(C)(C)C (tert-butyl 4-(4-(1-(3-methylpyridazin-4-yl)azetidine-3-carboxamido)phenyl)piperidine-1-carboxylate). RXN SMILES: Br[C:2]1[CH:3]=[N:4][CH:5]=[CH:6][CH:7]=1.[NH:8]1[CH2:11][CH:10]([C:12]([NH:14][C:15]2[CH:20]=[CH:19][C:18]([CH:21]3[CH2:26][CH2:25][N:24]([C:27]([O:29][C:30]([CH3:33])([CH3:32])[CH3:31])=[O:28])[CH2:23][CH2:22]3)=[CH:17][CH:16]=2)=[O:13])[CH2:9]1.[NH:34]1CC(C(NC2C=CC(OC3CCN(C(OC(C)(C)C)=O)CC3)=CC=2)=O)C1>>[CH3:3][C:2]1[N:34]=[N:4][CH:5]=[CH:6][C:7]=1[N:8]1[CH2:11][CH:10]([C:12]([NH:14][C:15]2[CH:20]=[CH:19][C:18]([CH:21]3[CH2:22][CH2:23][N:24]([C:27]([O:29][C:30]([CH3:33])([CH3:32])[CH3:31])=[O:28])[CH2:25][CH2:26]3)=[CH:17][CH:16]=2)=[O:13])[CH2:9]1. Reported procedure: The title compound was prepared as described in Example 1C, substituting 4-chloro-3-methylpyridazine for 3-bromopyridine and tert-butyl 4-(4-(azetidine-3-carboxamido)phenyl)piperidine-1-carboxylate for tert-butyl 4-(4-(azetidine-3-carboxamido)phenoxy)piperidine-1-carboxylate.